Dataset: the Open Reaction Database (ORD), a public repository of structured organic reaction records. Task: describe an organic reaction: reactants, conditions, products, and yield The reactants are S(C)(=O)(=O)[O-] (mesylate), C(C1=CC=CC=C1)N1CC(OCC1)CO (N-benzylmorpholin-2-ylmethanol), BrC1=C(OC2=NC=NC3=CC(=C(C=C23)OC)O)C=CC(=C1)F (4-(2-bromo-4-fluorophenoxy)-7-hydroxy-6-methoxyquinazoline), [ 140 ]. Product: C(C1=CC=CC=C1)N1CC(OCC1)COC1=C(C=C2C(=NC=NC2=C1)OC1=C(C=C(C=C1)F)Br)OC (7-(N-benzylmorpholin-2-ylmethoxy)-4-(2-bromo-4-fluorophenoxy)-6-methoxyquinazoline). Reaction SMILES: S([O-])(=O)(=O)C.[CH2:6]([N:13]1[CH2:18][CH2:17][O:16][CH:15]([CH2:19][OH:20])[CH2:14]1)[C:7]1[CH:12]=[CH:11][CH:10]=[CH:9][CH:8]=1.[Br:21][C:22]1[CH:41]=[C:40]([F:42])[CH:39]=[CH:38][C:23]=1[O:24][C:25]1[C:34]2[C:29](=[CH:30][C:31](O)=[C:32]([O:35][CH3:36])[CH:33]=2)[N:28]=[CH:27][N:26]=1>>[CH2:6]([N:13]1[CH2:18][CH2:17][O:16][CH:15]([CH2:19][O:20][C:31]2[CH:30]=[C:29]3[C:34]([C:25]([O:24][C:23]4[CH:38]=[CH:39][C:40]([F:42])=[CH:41][C:22]=4[Br:21])=[N:26][CH:27]=[N:28]3)=[CH:33][C:32]=2[O:35][CH3:36])[CH2:14]1)[C:7]1[CH:8]=[CH:9][CH:10]=[CH:11][CH:12]=1. Procedure details: Using an analogous procedure to that described in the first paragraph of the portion of Note [140] immediately above which is concerned with the preparation of starting materials, the mesylate of N-benzylmorpholin-2-ylmethanol (Synth. Commun. 1980, 10, 59–73) was reacted with 4-(2-bromo-4-fluorophenoxy)-7-hydroxy-6-methoxyquinazoline (4.56 g) to give 7-(N-benzylmorpholin-2-ylmethoxy)-4-(2-bromo-4-fluorophenoxy)-6-methoxyquinazoline; Mass Spectrum: M+H+ 554 and 556. Starting materials: CN(C)C=O, CN(C)C(=S)Cl, CC(=O)O, [H-], [Na+], O, COC(=O)c1ccc2oc3cc(O)ccc3c(=O)c2c1. Product: COC(=O)c1ccc2oc3cc(OC(=S)N(C)C)ccc3c(=O)c2c1. Reaction SMILES: [CH3:21][N:22]([CH3:23])[CH:24]=[O:25].[CH3:28][N:29]([C:30](=[S:31])[Cl:32])[CH3:33].[CH3:34][C:35](=[O:36])[OH:37].[H-:26].[Na+:27].[OH2:38].[OH:1][c:2]1[cH:3][c:4]2[o:5][c:6]3[cH:7][cH:8][c:9]([C:17](=[O:18])[O:19][CH3:20])[cH:10][c:11]3[c:12](=[O:16])[c:13]2[cH:14][cH:15]1>>[O:1]([c:2]1[cH:3][c:4]2[o:5][c:6]3[cH:7][cH:8][c:9]([C:17](=[O:18])[O:19][CH3:20])[cH:10][c:11]3[c:12](=[O:16])[c:13]2[cH:14][cH:15]1)[C:30]([N:29]([CH3:28])[CH3:33])=[S:31]. The reactants are ClC1=CC=C(C=C1)C=1C=CC(=C(C1)C(C(=O)O)=O)CC (2-[5-(4-chlorophenyl)-2-ethylphenyl]-2-oxoacetic acid), S(=O)(Cl)Cl (thionyl chloride). The reagents and catalysts are CN(C=O)C (dimethylformamide). Solvent: C1(=CC=CC=C1)C (toluene). Run at temperature 50 celsius, time 3 hour. The product is ClC1=CC=C(C=C1)C=1C=CC(=C(C1)C(C(=O)Cl)=O)CC (2-[5-(4-chlorophenyl)-2-ethylphenyl]-2-oxoacetyl chloride). Isolated yield 87.2%. As a reaction SMILES: [Cl:1][C:2]1[CH:7]=[CH:6][C:5]([C:8]2[CH:9]=[CH:10][C:11]([CH2:19][CH3:20])=[C:12]([C:14](=[O:18])[C:15](O)=[O:16])[CH:13]=2)=[CH:4][CH:3]=1.S(Cl)([Cl:23])=O>CN(C)C=O.C1(C)C=CC=CC=1>[Cl:1][C:2]1[CH:7]=[CH:6][C:5]([C:8]2[CH:9]=[CH:10][C:11]([CH2:19][CH3:20])=[C:12]([C:14](=[O:18])[C:15]([Cl:23])=[O:16])[CH:13]=2)=[CH:4][CH:3]=1. Reported procedure: To a 20 ml volume three-necked flask, 2-[5-(4-chlorophenyl)-2-ethylphenyl]-2-oxoacetic acid (8-c) (1.01 g), toluene (3.5 ml), dimethylformamide (3 drops), and thionyl chloride (624 mg) were added under a nitrogen atmosphere, and stirred at 50° C. for 3 hours. The mixture was concentrated under reduced pressure, and azeotropic-distilled with toluene 3 times to give 937 mg of 2-[5-(4-chlorophenyl)-2-ethylphenyl]-2-oxoacetyl chloride (6-c). Starting materials: Cl.C(C)(C)(C)NCC(=O)C1=CC(=C(C=C1)OC(CCC)=O)OC(CCC)=O (3,4-bis(butyryloxy)phenyl N-tert-butylaminomethyl ketone hydrochloride). The reagents and catalysts are [Pd] (palladium-on-charcoal). The solvent is C(C)O (ethyl alcohol). Reaction conditions: time 8 hour. The product is C(CCC)(=O)OC=1C=C(C(CNC(C)(C)C)O)C=CC1OC(CCC)=O (3,4-bis(butyryloxy)-alpha-(tert-butylaminomethyl)benzyl alcohol). RXN SMILES: Cl.[C:2]([NH:6][CH2:7][C:8]([C:10]1[CH:15]=[CH:14][C:13]([O:16][C:17](=[O:21])[CH2:18][CH2:19][CH3:20])=[C:12]([O:22][C:23](=[O:27])[CH2:24][CH2:25][CH3:26])[CH:11]=1)=[O:9])([CH3:5])([CH3:4])[CH3:3]>[Pd].C(O)C>[C:23]([O:22][C:12]1[CH:11]=[C:10]([CH:15]=[CH:14][C:13]=1[O:16][C:17](=[O:21])[CH2:18][CH2:19][CH3:20])[CH:8]([OH:9])[CH2:7][NH:6][C:2]([CH3:3])([CH3:5])[CH3:4])(=[O:27])[CH2:24][CH2:25][CH3:26] |f:0.1|. Reported procedure: A mixture of 30 g. of 3,4-bis(butyryloxy)phenyl N-tert-butylaminomethyl ketone hydrochloride, 200 ml. of 90 percent ethyl alcohol, and 2 g. of 10 percent palladium-on-charcoal hydrogenation catalyst was hydrogenated for two hours at 50° C. under an initial hydrogen pressure of 50 pounds per square inch. The hydrogenation mixture was filtered to remove the catalyst. The solvent was evaporated from the filtrate under reduced pressure and the resulting residue was taken up in 50 ml. of isopropyl al... Reactants: S(O)(O)(=O)=O (sulphuric acid), C(C=1C(S)=CC=CC1)(=O)O (thiosalicylic acid), CC1=C(C=CC=C1C)O (2,3-dimethyl-phenol). Run in O (water). Reaction conditions: time 5 minute. Product: OC1=CC=2C(C3=CC=CC=C3SC2C(=C1C)C)=O (2-hydroxy-3,4-dimethyl-thioxanthone). RXN SMILES: S(=O)(=O)(O)O.[C:6]([OH:15])(=O)[C:7]1[C:8](=[CH:10][CH:11]=[CH:12][CH:13]=1)[SH:9].[CH3:16][C:17]1[C:22]([CH3:23])=[CH:21][CH:20]=[CH:19][C:18]=1[OH:24]>O>[OH:24][C:18]1[C:17]([CH3:16])=[C:22]([CH3:23])[C:21]2[S:9][C:8]3[C:7](=[CH:13][CH:12]=[CH:11][CH:10]=3)[C:6](=[O:15])[C:20]=2[CH:19]=1. Reported procedure: Concentrated sulphuric acid (300 ml) was slowly added to thiosalicylic acid (30.9 g) and the mixture was stirred for 5 minutes to ensure thorough mixing. To the stirred mixture was added slowly over a period of 30 minutes 2,3-dimethyl-phenol (138 g). After the addition, the mixture was stirred at room temperature for 1 hour, and then at 80° C. for 2 hours, after which it was left to stand at room temperature overnight. The resulting mixture was poured carefully with stirring into 10 times its vo...